This data is from the Open Reaction Database (ORD), a public repository of structured organic reaction records. The task is: describe an organic reaction: reactants, conditions, products, and yield Starting materials: ice water, Grignard reagent, ClC(=O)OCC (ethyl chloroformate), BrC1=CC(=C(C(=C1)C)OC)C (4-bromo-2,6-dimethylanisole), II (iodine crystals), [Mg] (magnesium). The solvent is O1CCCC1 (tetrahydrofuran), O1CCCC1 (tetrahydrofuran), O1CCCC1 (tetrahydrofuran). Reaction conditions: time 2 hour. Yields the product C(C)OC(C1=CC(=C(C(=C1)C)OC)C)=O (3,5-Dimethyl-4-methoxybenzoic acid ethyl ester). Reaction SMILES: Br[C:2]1[CH:7]=[C:6]([CH3:8])[C:5]([O:9][CH3:10])=[C:4]([CH3:11])[CH:3]=1.[Mg].II.Cl[C:16]([O:18][CH2:19][CH3:20])=[O:17]>O1CCCC1>[CH2:19]([O:18][C:16](=[O:17])[C:2]1[CH:7]=[C:6]([CH3:8])[C:5]([O:9][CH3:10])=[C:4]([CH3:11])[CH:3]=1)[CH3:20]. Reported procedure: A solution of 4-bromo-2,6-dimethylanisole (PREPARATION 1, 12.98 g) in tetrahydrofuran (40 ml) is added drop by drop to a mixture of magnesium turnings (1.87 g) in tetrahydrofuran (5 ml). The Grignard reaction is initiated with iodine crystals. After the addition is complete, the mixture is refluxed for 2 hours. The Grignard reagent is cooled to about 10° and then a solution of ethyl chloroformate (7.5 ml) in tetrahydrofuran (40 ml) is added in a 2 minute period. The mixture is stirred for 45 min... The reactants are C(CC)(=O)NC1CC2=CC=C(C(=C2CC1)[N+](=O)[O-])OC (2-Propanoylamino-5-nitro-6-methoxy-1,2,3,4-tetrahydronaphthalene). The solvent is CO (methanol). Product: C(CC)(=O)NC1CC2=CC=C(C(=C2CC1)N)OC (2-Propanoylamino-5-amino-6-methoxy-1,2,3,4-tetrahydronaphthalene). As a reaction SMILES: [C:1]([NH:5][CH:6]1[CH2:15][CH2:14][C:13]2[C:8](=[CH:9][CH:10]=[C:11]([O:19][CH3:20])[C:12]=2[N+:16]([O-])=O)[CH2:7]1)(=[O:4])[CH2:2][CH3:3]>CO>[C:1]([NH:5][CH:6]1[CH2:15][CH2:14][C:13]2[C:8](=[CH:9][CH:10]=[C:11]([O:19][CH3:20])[C:12]=2[NH2:16])[CH2:7]1)(=[O:4])[CH2:2][CH3:3]. Reported procedure: 1.8 g of the isomer nitrated in the 5-position, prepared as described in (b) above, in suspension in 50 ml of methanol, are hydrogenated under the conditions of Example 1(d). After the catalyst has been filtered off and the solvent has been evaporated off, 1.4 g of a product, melting at 141° C., are collected. Reactants: O.NN (Hydrazine hydrate), C(C)(C)(C)OCCCON1C(C2=CC=CC=C2C1=O)=O (2-(3-tert-Butoxy-propoxy)-isoindole-1,3-dione), CO (MeOH). The solvent is C(Cl)Cl (CH2Cl2). Run at time 1 hour. Yields the product C(C)(C)(C)OCCCON (O-(3-tert-Butoxy-propyl)-hydroxylamine). Yield: 75.1%. RXN SMILES: O.NN.[C:4]([O:8][CH2:9][CH2:10][CH2:11][O:12][N:13]1C(=O)C2C(=CC=CC=2)C1=O)([CH3:7])([CH3:6])[CH3:5].CO>C(Cl)Cl>[C:4]([O:8][CH2:9][CH2:10][CH2:11][O:12][NH2:13])([CH3:7])([CH3:6])[CH3:5] |f:0.1|. Procedure: Hydrazine hydrate (1.36 mL, 43.3 mmol) was added to a solution of 2-(3-tert-Butoxy-propoxy)-isoindole-1,3-dione (6.0 g, 21.7 mmol) in CH2Cl2 (50 mL) with MeOH (5 mL), and the reaction stirred 1 h at room temperature. The precipitate was removed by filtration, and the filtrate was purified by silica gel chromatography (6% MeOH/CH2Cl2) to give 2.4 g (75%) of compound 29A as a clear oil. 1H NMR (400 MHz, CDCl3): δ 4.94 (br s, 2H), 3.71 (t, 2H, J=6.4 Hz), 3.38 (t, 2H, J=6.4 Hz), 1.70-1.79 (m, 2H), 1...